This data is from the Open Reaction Database (ORD), a public repository of structured organic reaction records. The task is: describe an organic reaction: reactants, conditions, products, and yield Starting materials: O=C([O-])[O-], CC(O)C(Cc1ccccc1)NC(=O)OC(C)(C)C, [K+], [K+], C1COCCO1, O. Yields the product CC(O)C(N)Cc1ccccc1. Reaction SMILES: [C:20](=[O:21])([O-:22])[O-:23].[CH2:1]([c:2]1[cH:3][cH:4][cH:5][cH:6][cH:7]1)[CH:8]([CH:9]([CH3:10])[OH:11])[NH:12][C:13](=[O:14])[O:15][C:16]([CH3:17])([CH3:18])[CH3:19].[K+:24].[K+:25].[O:26]1[CH2:27][CH2:28][O:29][CH2:30][CH2:31]1.[OH2:32]>>[CH2:1]([c:2]1[cH:3][cH:4][cH:5][cH:6][cH:7]1)[CH:8]([CH:9]([CH3:10])[OH:11])[NH2:12].